From a dataset of the Open Reaction Database (ORD), a public repository of structured organic reaction records. describe an organic reaction: reactants, conditions, products, and yield The reactants are FC1=CC=C(C=C1)C(=O)C1(CCNCC1)C ((4-Fluoro-phenyl)-(4-methyl-piperidin-4-yl)-methanone), FC(C(=O)O)(F)F (trifluoroacetic acid). The solvent is ClCCl (dichloromethane). The product is FC(C(=O)O)(F)F.FC1=CC=C(C=C1)C(=O)C1(CCNCC1)C ((4-Fluoro-phenyl)-(4-methyl-piperidin-4-yl)-methanone; compound with trifluoro-acetic acid), yellow solid. As a reaction SMILES: [F:1][C:2]1[CH:7]=[CH:6][C:5]([C:8]([C:10]2([CH3:16])[CH2:15][CH2:14][NH:13][CH2:12][CH2:11]2)=[O:9])=[CH:4][CH:3]=1.[F:17][C:18]([F:23])([F:22])[C:19]([OH:21])=[O:20]>ClCCl>[F:17][C:18]([F:23])([F:22])[C:19]([OH:21])=[O:20].[F:1][C:2]1[CH:7]=[CH:6][C:5]([C:8]([C:10]2([CH3:16])[CH2:15][CH2:14][NH:13][CH2:12][CH2:11]2)=[O:9])=[CH:4][CH:3]=1 |f:3.4|. Procedure details: The title compound was synthesized from (4-Fluoro-phenyl)-(4-methyl-piperidin-4-yl)-methanone (0.215 g, 0.6 mmol) and trifluoroacetic acid (1.4 mL, 6 mmol) in 5 mL of dichloromethane to yield 0.328 g of a yellow solid that was used on the next step without purification. MS (m/e): 222.3 (M+H+). Starting materials: C(C)(C)(C)OC(=O)C1CC2=C(CN1)SC(=N2)C(=O)[O-].[Li+] (lithium 6-(tert-butoxycarbonyl)-4,5,6,7-tetrahydrothiazolo[5,4-c]pyridine-2-carboxylate), Cl.ClC=1C=CC2=C(SC(=C2)S(=O)(=O)N2CCNCC2)C1 (1-[(6-chlorobenzo[b]thien-2-yl)sulfonyl]piperazine hydrochloride), O.ON1N=NC2=C1C=CC=C2 (1-hydroxybenzotriazole monohydrate), CN(CCCN=C=NCC)C (1-(3-dimethylaminopropyl)-3-ethylcarbodiimide). The solvent is O (water), C(C)(=O)OCC (ethyl acetate), CN(C=O)C (N,N-dimethylformamide). Run at time 2 day. Product: C(C)(C)(C)OC(=O)C1CC2=C(CN1)OC(=N2)C(=O)N2CCN(CC2)S(=O)(=O)C2=CC1=C(S2)C=C(C=C1)Cl (1-[[6-(tert-Butoxycarbonyl)-4,5,6,7-tetrahydrooxazolo[5,4-c]pyridin-2-yl]carbonyl]-4-[(6-chlorobenzo[b]thien-2-yl)sulfonyl]piperazine). Reaction SMILES: [C:1]([O:5][C:6]([CH:8]1[NH:13][CH2:12][C:11]2S[C:15]([C:17]([O-:19])=O)=[N:16][C:10]=2[CH2:9]1)=[O:7])([CH3:4])([CH3:3])[CH3:2].[Li+].Cl.[Cl:22][C:23]1[CH:24]=[CH:25][C:26]2[CH:30]=[C:29]([S:31]([N:34]3[CH2:39][CH2:38][NH:37][CH2:36][CH2:35]3)(=[O:33])=[O:32])[S:28][C:27]=2[CH:40]=1.O.[OH:42]N1C2C=CC=CC=2N=N1.CN(C)CCCN=C=NCC>CN(C)C=O.O.C(OCC)(=O)C>[C:1]([O:5][C:6]([CH:8]1[NH:13][CH2:12][C:11]2[O:42][C:15]([C:17]([N:37]3[CH2:38][CH2:39][N:34]([S:31]([C:29]4[S:28][C:27]5[CH:40]=[C:23]([Cl:22])[CH:24]=[CH:25][C:26]=5[CH:30]=4)(=[O:33])=[O:32])[CH2:35][CH2:36]3)=[O:19])=[N:16][C:10]=2[CH2:9]1)=[O:7])([CH3:2])([CH3:3])[CH3:4] |f:0.1,2.3,4.5|. Procedure: To a solution of lithium 6-(tert-butoxycarbonyl)-4,5,6,7-tetrahydrothiazolo[5,4-c]pyridine-2-carboxylate (70.0 mg) in N,N-dimethylformamide (4.0 ml) were added 1-[(6-chlorobenzo[b]thien-2-yl)sulfonyl]piperazine hydrochloride (90.0 mg), 1-hydroxybenzotriazole monohydrate (7.0 mg) and 1-(3-dimethylaminopropyl)-3-ethylcarbodiimide (64.0 mg) at room temperature. After stirring for 2 days, ethyl acetate (30 ml) and water (500 ml) were added to the reaction mixture to separate it into layers. The wate... The reactants are [C-]#N.[K+] (potassium cyanide), CC(C(=O)OC)(C=O)C (methyl 2,2-dimethyl-3-oxopropanoate), S([O-])(O)=O.[Na+] (sodium bisulfite), [OH-].[NH4+] (ammonium hydroxide). The solvent is O (water). Run at temperature 23 celsius, time 20 hour. Product: NC(C(C(=O)OC)(C)C)C#N (methyl 3-amino-3-cyano-2,2-dimethylpropanoate). Reaction SMILES: [CH3:1][C:2]([CH3:9])([CH:7]=O)[C:3]([O:5][CH3:6])=[O:4].S(=O)(O)[O-].[Na+].[OH-].[NH4+:16].[C-:17]#[N:18].[K+]>O>[NH2:16][CH:7]([C:17]#[N:18])[C:2]([CH3:1])([CH3:9])[C:3]([O:5][CH3:6])=[O:4] |f:1.2,3.4,5.6|. Procedure: A solution of methyl 2,2-dimethyl-3-oxopropanoate (29-1, 6.50 g, 49.9 mmol, 1 equiv), sodium bisulfite (10.4 g, 99.9 mmol, 2.00 equiv), and concentrated ammonium hydroxide (15 M, 33.3 mL, 499 mmol, 10.0 equiv) in water (200 mL) was stirred at 23° C. for 20 minutes, then potassium cyanide (6.51 g, 99.9 mmol, 2.00 equiv) was added. The resulting mixture was stirred at 23° C. for 20 hours, then extracted with ethyl ether (3×100 mL). The combined organic layers were washed with brine, then dried ove... The reactants are C(C)C1=C(C(=CC=C1)CC)NC(=O)C=1C2=C(NN1)C(CCCC2)=O (N-(2,6-diethylphenyl)-8-oxo-1,4,5,6,7,8-hexahydrocyclohepta[c]pyrazole-3-carboxamide), CN(C)C=O (DMF), CI (methyl iodide). Solvent: CCOC(=O)C (AcOEt). Conditions: time 1 hour. The product is C(C)C1=C(C(=CC=C1)CC)NC(=O)C=1C2=C(N(N1)C)C(CCCC2)=O (N-(2,6-diethylphenyl)-1-methyl-8-oxo-1,4,5,6,7,8-hexahydrocyclohepta[c]pyrazole-3-carboxamide). Isolated yield 90.8%. As a reaction SMILES: [CH2:1]([C:3]1[CH:8]=[CH:7][CH:6]=[C:5]([CH2:9][CH3:10])[C:4]=1[NH:11][C:12]([C:14]1[C:15]2[CH2:23][CH2:22][CH2:21][CH2:20][C:19](=[O:24])[C:16]=2[NH:17][N:18]=1)=[O:13])[CH3:2].[CH3:25]N(C=O)C.CI>CCOC(C)=O>[CH2:1]([C:3]1[CH:8]=[CH:7][CH:6]=[C:5]([CH2:9][CH3:10])[C:4]=1[NH:11][C:12]([C:14]1[C:15]2[CH2:23][CH2:22][CH2:21][CH2:20][C:19](=[O:24])[C:16]=2[N:17]([CH3:25])[N:18]=1)=[O:13])[CH3:2]. Procedure details: To a solution of N-(2,6-diethylphenyl)-8-oxo-1,4,5,6,7,8-hexahydrocyclohepta[c]pyrazole-3-carboxamide (1.04 g, 3.211 mmol) in DMF (12 mL) Cs2CO3 (1.255 g, 3.85 mmol) and methyl iodide (0.22 mL, 3.532 mmol) were added. The reaction was stirred at room temperature for 1 h, then AcOEt (60 mL) was added and the organic phase washed with water (3×50 mL). The organic fraction was dried over Na2SO4, filtered, and concentrated in vacuo. Purification by flash chromatography on silica gel (eluant: AcOEt/h... The reactants are CON=C(C(=O)O)C1=NSN=C1 (2-Methoxyimino-2-(1,2,5-thiadiazol-3-yl)acetic acid), NC1[C@@H]2N(C(=C(CS2)CSC=2SC=NN2)C(=O)O)C1=O (7-amino-3-(1,3,4-thiadiazol-2-yl)thiomethyl-3-cephem-4-carboxylic acid). Yields the product CON=C(C(=O)NC1[C@@H]2N(C(=C(CS2)CSC=2SC=NN2)C(=O)O)C1=O)C1=NSN=C1 (7-[2-methoxyimino-2-(1,2,5-thiadiazol-3-yl)acetamido]-3-(1,3,4-thiadiazol-2-yl)thiomethyl-3-cephem-4-carboxylic acid). The yield is 60.1%. As a reaction SMILES: [CH3:1][O:2][N:3]=[C:4]([C:8]1[CH:12]=[N:11][S:10][N:9]=1)[C:5]([OH:7])=O.[NH2:13][CH:14]1[C:31](=[O:32])[N:16]2[C:17]([C:28]([OH:30])=[O:29])=[C:18]([CH2:21][S:22][C:23]3[S:24][CH:25]=[N:26][N:27]=3)[CH2:19][S:20][C@H:15]12>>[CH3:1][O:2][N:3]=[C:4]([C:8]1[CH:12]=[N:11][S:10][N:9]=1)[C:5]([NH:13][CH:14]1[C:31](=[O:32])[N:16]2[C:17]([C:28]([OH:30])=[O:29])=[C:18]([CH2:21][S:22][C:23]3[S:24][CH:25]=[N:26][N:27]=3)[CH2:19][S:20][C@H:15]12)=[O:7]. Procedure: 2-Methoxyimino-2-(1,2,5-thiadiazol-3-yl)acetic acid (anti isomer) (1.87 g.) and 7-amino-3-(1,3,4-thiadiazol-2-yl)thiomethyl-3-cephem-4-carboxylic acid (3.3 g.) were reacted according to a similar manner to that of Example 1(b) to give powder of 7-[2-methoxyimino-2-(1,2,5-thiadiazol-3-yl)acetamido]-3-(1,3,4-thiadiazol-2-yl)thiomethyl-3-cephem-4-carboxylic acid (anti isomer) (3.0 g.), mp 115° to 120° C. (dec.).